Dataset: the Open Reaction Database (ORD), a public repository of structured organic reaction records. Task: describe an organic reaction: reactants, conditions, products, and yield Reaction SMILES: [C:1]1([C:7]23[CH2:15][CH2:14][CH2:13][CH:12]2[CH2:11][N:10](CC2C=CC=CC=2)[CH2:9][CH2:8]3)[CH:6]=[CH:5][CH:4]=[CH:3][CH:2]=1>[Pd].C(O)C>[C:1]1([C:7]23[CH2:15][CH2:14][CH2:13][CH:12]2[CH2:11][NH:10][CH2:9][CH2:8]3)[CH:2]=[CH:3][CH:4]=[CH:5][CH:6]=1. Run at temperature 60 celsius. The product is C1(=CC=CC=C1)C12CCNCC2CCC1 (4a-phenyl-2,3,4,4a,5,6,7,7a-octahydro-1H-2-pyrindine). The reagents and catalysts are [Pd] (palladium). Procedure: A solution of 21 g. of 4a-phenyl-2-benzyl-2,3,4,4a,5,6,7,7a-octahydro-1H-2-pyrindine in 172 ml. of ethanol was stirred while 7 g. of 5 percent palladium suspended on carbon was added in one portion. The reaction mixture was stirred under a hydrogen gas atmosphere at 60 psi and heated at 60° C. for three hours. The reaction mixture was cooled to room temperature, filtered, and the solvent was removed by evaporation under reduced pressure to provide 13.3 g. of the product as an oil. The oil was di... Reactants: C1(=CC=CC=C1)C12CCN(CC2CCC1)CC1=CC=CC=C1 (4a-phenyl-2-benzyl-2,3,4,4a,5,6,7,7a-octahydro-1H-2-pyrindine), product. Solvent: C(C)O (ethanol). Reactants: CS(=O)(=O)Cl, COc1ccc([N+](=O)[O-])cc1N, Cl, c1ccncc1. Product: COc1ccc([N+](=O)[O-])cc1NS(C)(=O)=O. Reaction SMILES: [CH3:13][S:14]([Cl:15])(=[O:16])=[O:17].[CH3:1][O:2][c:3]1[cH:4][cH:5][c:6]([N+:10]([O-:11])=[O:12])[cH:7][c:8]1[NH2:9].[ClH:18].[cH:19]1[cH:20][cH:21][n:22][cH:23][cH:24]1>>[CH3:1][O:2][c:3]1[cH:4][cH:5][c:6]([N+:10]([O-:11])=[O:12])[cH:7][c:8]1[NH:9][S:14]([CH3:13])(=[O:16])=[O:17]. Starting materials: CC(C)=CCCC(C)CC=O, CC(C)=CCCC(C)=CC=O. Yields the product CCC(=CC=O)CCC=C(C)C. Reaction SMILES: [CH3:12][C:13](=[CH:14][CH2:15][CH2:16][CH:17]([CH2:18][CH:19]=[O:20])[CH3:21])[CH3:22].[CH3:1][C:2]([CH3:3])=[CH:4][CH2:5][CH2:6][C:7]([CH3:8])=[CH:9][CH:10]=[O:11]>>[CH3:1][C:2]([CH3:3])=[CH:4][CH2:5][CH2:6][C:7]([CH2:8][CH3:12])=[CH:9][CH:10]=[O:11]. Starting materials: ClC1=CC=C(C=C1)C(N1CCN(CC1)CC(=O)OCC)C1=CC=CC=C1 (Ethyl 2-(4-((4-chlorophenyl)(phenyl)methyl)piperazin-1-yl)acetate), NN (hydrazine). The solvent is C(C)O (ethanol). Product: ClC1=CC=C(C=C1)C(N1CCN(CC1)CC(=O)NN)C1=CC=CC=C1 (2-(4-((4-chlorophenyl)(phenyl)methyl)piperazin-1-yl)acetohydrazide). Reaction SMILES: [Cl:1][C:2]1[CH:7]=[CH:6][C:5]([CH:8]([C:21]2[CH:26]=[CH:25][CH:24]=[CH:23][CH:22]=2)[N:9]2[CH2:14][CH2:13][N:12]([CH2:15][C:16]([O:18]CC)=O)[CH2:11][CH2:10]2)=[CH:4][CH:3]=1.[NH2:27][NH2:28]>C(O)C>[Cl:1][C:2]1[CH:3]=[CH:4][C:5]([CH:8]([C:21]2[CH:22]=[CH:23][CH:24]=[CH:25][CH:26]=2)[N:9]2[CH2:10][CH2:11][N:12]([CH2:15][C:16]([NH:27][NH2:28])=[O:18])[CH2:13][CH2:14]2)=[CH:6][CH:7]=1. Procedure details: Synthesized according to General Procedure C: 6{26} (7.25 g, 19.4 mmol, 1 equiv.), anhydrous hydrazine (1.8 mL, 58.3 mmol, 3 equiv.), ethanol (39.2 mL). Purification by silica gel column chromatography (4:1 EtOAc:MeOH) afforded 1{26} (6.54 g, 94%) as a yellow oil. 1H-NMR (500 MHz, CDCl3): δ 8.15 (br s, 1H), 7.35-7.32 (m, 4H), 7.27-7.22 (m, 4H) 7.19-7.16 (m, 1H), 4.20 (s, 1H), 3.84 (br s, 2H), 3.06 (s, 2H), 2.52 (br s, 4H), 2.38 (br s, 4H). 13C-NMR (125 MHz, CDCl3): δ 170.3, 141.7, 140.9, 132.5, ... Reactants: Cc1ccc(S(=O)(=O)OCC2COc3c(F)cc(S(C)(=O)=O)cc3O2)cc1, N. Product: CS(=O)(=O)c1cc(F)c2c(c1)OC(CN)CO2. As a reaction SMILES: [CH3:1][c:2]1[cH:3][cH:4][c:5]([S:6]([O:7][CH2:12][CH:13]2[CH2:14][O:15][c:16]3[c:17]([cH:19][c:20]([S:24](=[O:25])(=[O:26])[CH3:27])[cH:21][c:22]3[F:23])[O:18]2)(=[O:8])=[O:9])[cH:10][cH:11]1.[NH3:28]>>[CH2:12]([CH:13]1[CH2:14][O:15][c:16]2[c:17]([cH:19][c:20]([S:24](=[O:25])(=[O:26])[CH3:27])[cH:21][c:22]2[F:23])[O:18]1)[NH2:28]. As a reaction SMILES: C(N([CH:7]([CH3:9])[CH3:8])C(C)C)C.[CH2:10](Br)[CH2:11][CH2:12][CH3:13].[NH2:15][CH2:16][C:17]1[O:21][N:20]=[C:19]([C:22]2[N:23]=[CH:24][N:25]3[C:31]4[CH:32]=[CH:33][S:34][C:30]=4[C:29](=[O:35])[N:28]([CH3:36])[CH2:27][C:26]=23)[N:18]=1.[CH3:37]N(C)C=O>>[CH2:10]([N:15]([CH2:16][C:17]1[O:21][N:20]=[C:19]([C:22]2[N:23]=[CH:24][N:25]3[C:31]4[CH:32]=[CH:33][S:34][C:30]=4[C:29](=[O:35])[N:28]([CH3:36])[CH2:27][C:26]=23)[N:18]=1)[CH2:37][CH2:9][CH2:7][CH3:8])[CH2:11][CH2:12][CH3:13]. Yields the product C(CCC)N(CCCC)CC1=NC(=NO1)C=1N=CN2C1CN(C(C1=C2C=CS1)=O)C (3-(5-dibutylaminomethyl-1,2,4-oxadiazol-3-yl)-5-methyl-5,6-dihydro-4H-imidazo[1,5-a]thieno[2,3-f][1,4]diazepin-6-one). Run at time 1 hour. Yield: 36.0%. Procedure details: 2.35 ml (13.6 mmol) of N-ethyldiisopropylamine and 1.1 ml (10.2 mmol) of butyl bromide were added to a solution of 0.54 g (1.7 mmol) of 3-(5-aminomethyl-1,2,4-oxadiazol-3-yl)-5-methyl-5,6-dihydro-4H-imidazo[1,5-a]thieno[2,3-f][1,4]diazepin-6-one in 20 ml of dimethylformamide and the mixture was stirred at 70° for 1 hour. The reaction solution was subsequently evaporated, whereupon the residue was partitioned between methylene chloride and 2N sodium carbonate solution. The aqueous phase was washe... Starting materials: C(C)N(C(C)C)C(C)C (N-ethyldiisopropylamine), C(CCC)Br (butyl bromide), NCC1=NC(=NO1)C=1N=CN2C1CN(C(C1=C2C=CS1)=O)C (3-(5-aminomethyl-1,2,4-oxadiazol-3-yl)-5-methyl-5,6-dihydro-4H-imidazo[1,5-a]thieno[2,3-f][1,4]diazepin-6-one), CN(C=O)C (dimethylformamide). Run in C1CCOC1 (THF), C(Cl)Cl.CCCCCC (CH2Cl2 hexane). The reagents and catalysts are [Pd] (Pd/C). Reported procedure: A mixture of 6-(2-azido-ethoxy)-3-(naphthalene-1-sulfonyl)-1H-indazole (0.17 g, 0.45 mmoles) and 10% Pd/C in THF (2 mL), and methanol (8 mL) was hydrogenated in a Parr hydrogenation bottle (250 mL) at 52 lb/in2 for 2 hours. The mixture was filtered through Celite, and the filtrate was concentrated under vacuum. The crude product was recrystallized from CH2Cl2/hexane, 1M HCl in ether (0.4 mL, 0.4 mmoles) was added, then dried, to afford the title compound as an off-white HCl salt (0.15 g, 0.4 mmo... Yields the product C1(=CC=CC2=CC=CC=C12)S(=O)(=O)C1=NNC2=CC(=CC=C12)OCCN (2-{[3-(1-Naphtylsulfonyl)-1H-indazol-6-yl]oxy}ethanamine), Cl (HCl). Conditions: time 2 hour. The reactants are N(=[N+]=[N-])CCOC1=CC=C2C(=NNC2=C1)S(=O)(=O)C1=CC=CC2=CC=CC=C12 (6-(2-azido-ethoxy)-3-(naphthalene-1-sulfonyl)-1H-indazole), CO (methanol), crude product, Cl (HCl), CCOCC (ether). RXN SMILES: [N:1]([CH2:4][CH2:5][O:6][C:7]1[CH:15]=[C:14]2[C:10]([C:11]([S:16]([C:19]3[C:28]4[C:23](=[CH:24][CH:25]=[CH:26][CH:27]=4)[CH:22]=[CH:21][CH:20]=3)(=[O:18])=[O:17])=[N:12][NH:13]2)=[CH:9][CH:8]=1)=[N+]=[N-].CO.[ClH:31].CCOCC>C1COCC1.[Pd].C(Cl)Cl.CCCCCC>[C:19]1([S:16]([C:11]2[C:10]3[C:14](=[CH:15][C:7]([O:6][CH2:5][CH2:4][NH2:1])=[CH:8][CH:9]=3)[NH:13][N:12]=2)(=[O:17])=[O:18])[C:28]2[C:23](=[CH:24][CH:25]=[CH:26][CH:27]=2)[CH:22]=[CH:21][CH:20]=1.[ClH:31] |f:6.7|. Reactants: N12C[C@@H](C(CC1)CC2)OC(=O)C2(CCCCCC2)C2=CC=CC=C2 (1-Phenyl-cycloheptanecarboxylic acid (R)-(1-aza-bicyclo[2.2.2]oct-3-yl)ester), BrCC(=O)NC=1OC=CN1 (2-bromo-N-oxazol-2-yl-acetamide). Solvent: CC#N (MeCN). Product: [Br-].O1C(=NC=C1)NC(=O)C[N+]12C[C@@H](C(CC1)CC2)OC(=O)C2(CCCCCC2)C2=CC=CC=C2 ((R)-1-(Oxazol-2-ylcarbamoylmethyl)-3-(1-phenyl-cycloheptanecarbonyloxy)-1-azonia-bicyclo[2.2.2]octane bromide). Yield: 60.6%. As a reaction SMILES: [N:1]12[CH2:8][CH2:7][CH:4]([CH2:5][CH2:6]1)[C@@H:3]([O:9][C:10]([C:12]1([C:19]3[CH:24]=[CH:23][CH:22]=[CH:21][CH:20]=3)[CH2:18][CH2:17][CH2:16][CH2:15][CH2:14][CH2:13]1)=[O:11])[CH2:2]2.[Br:25][CH2:26][C:27]([NH:29][C:30]1[O:31][CH:32]=[CH:33][N:34]=1)=[O:28]>CC#N>[Br-:25].[O:31]1[CH:32]=[CH:33][N:34]=[C:30]1[NH:29][C:27]([CH2:26][N+:1]12[CH2:8][CH2:7][CH:4]([CH2:5][CH2:6]1)[C@@H:3]([O:9][C:10]([C:12]1([C:19]3[CH:20]=[CH:21][CH:22]=[CH:23][CH:24]=3)[CH2:18][CH2:17][CH2:16][CH2:15][CH2:14][CH2:13]1)=[O:11])[CH2:2]2)=[O:28] |f:3.4|. Reported procedure: 1-Phenyl-cycloheptanecarboxylic acid (R)-(1-aza-bicyclo[2.2.2]oct-3-yl)ester (Example 14e) (0.31 mmol) and 2-bromo-N-oxazol-2-yl-acetamide (Example 48a) (0.31 mmol) were stirred in anhydrous MeCN at room temperature for 18 hours. The reaction mixture was concentrated in vacuo and the yellow solid purified by flash silica gel column chromatography eluting with 0-15% MeOH/dichloromethane to give the title compound (100 mg) as a white solid. The reactants are C1CCNCC1, COc1ccc2c(c1)CC(=O)N2, CCO, O=Cc1[nH]cc2c1CCNC2=O. The product is COc1ccc2c(c1)C(=Cc1[nH]cc3c1CCNC3=O)C(=O)N2. Reaction SMILES: [CH2:25]1[CH2:26][CH2:27][NH:28][CH2:29][CH2:30]1.[CH3:1][O:2][c:3]1[cH:4][c:5]2[c:9]([cH:10][cH:11]1)[NH:8][C:7](=[O:12])[CH2:6]2.[CH3:31][CH2:32][OH:33].[O:13]=[C:14]1[NH:15][CH2:16][CH2:17][c:18]2[c:19]1[cH:20][nH:21][c:22]2[CH:23]=[O:24]>>[CH3:1][O:2][c:3]1[cH:4][c:5]2[c:9]([cH:10][cH:11]1)[NH:8][C:7](=[O:12])[C:6]2=[CH:23][c:22]1[c:18]2[c:19]([cH:20][nH:21]1)[C:14](=[O:13])[NH:15][CH2:16][CH2:17]2. Starting materials: CCCO, NC(=O)c1ccc(Cl)nc1Cl, [H-], [Na+], CN(C)C=O. Yields the product CCCOc1nc(Cl)ccc1C(N)=O. RXN SMILES: [CH3:1][CH2:2][CH2:3][OH:4].[Cl:7][c:8]1[c:9]([C:10](=[O:11])[NH2:12])[cH:13][cH:14][c:15]([Cl:17])[n:16]1.[H-:5].[Na+:6].[O:18]=[CH:19][N:20]([CH3:21])[CH3:22]>>[CH3:1][CH2:2][CH2:3][O:4][c:8]1[c:9]([C:10](=[O:11])[NH2:12])[cH:13][cH:14][c:15]([Cl:17])[n:16]1.